Dataset: the Open Reaction Database (ORD), a public repository of structured organic reaction records. Task: describe an organic reaction: reactants, conditions, products, and yield Reaction SMILES: [CH3:24][C:25]#[N:26].[NH2:1][CH2:2][CH2:3][N:4]1[CH2:5][CH2:6][CH2:7][CH2:8]1.[O:9]=[c:10]1[c:11]2[n:12][cH:13][n:14]([CH2:19][CH2:20][C:21](=[O:22])[OH:23])[c:15]2[n:16][cH:17][nH:18]1>>[NH:1]([CH2:2][CH2:3][N:4]1[CH2:5][CH2:6][CH2:7][CH2:8]1)[C:21]([CH2:20][CH2:19][n:14]1[cH:13][n:12][c:11]2[c:10](=[O:9])[nH:18][cH:17][n:16][c:15]21)=[O:22]. The product is O=C(CCn1cnc2c(=O)[nH]cnc21)NCCN1CCCC1. Reactants: CC#N, NCCN1CCCC1, O=C(O)CCn1cnc2c(=O)[nH]cnc21. Starting materials: CCOC(=O)N=C=S, CS(C)=O, CC(C)(C#N)c1cccc(C(=O)Nc2cccc(Oc3ccc(N)nc3)c2)c1, O. The product is CCOC(=O)NC(=S)Nc1ccc(Oc2cccc(NC(=O)c3cccc(C(C)(C)C#N)c3)c2)cn1. As a reaction SMILES: [C:29]([O:30][CH2:31][CH3:32])(=[O:33])[N:34]=[C:35]=[S:36].[CH3:38][S:39]([CH3:40])=[O:41].[NH2:1][c:2]1[cH:3][cH:4][c:5]([O:8][c:9]2[cH:10][c:11]([NH:15][C:16]([c:17]3[cH:18][c:19]([C:23]([CH3:24])([CH3:25])[C:26]#[N:27])[cH:20][cH:21][cH:22]3)=[O:28])[cH:12][cH:13][cH:14]2)[cH:6][n:7]1.[OH2:37]>>[NH:1]([c:2]1[cH:3][cH:4][c:5]([O:8][c:9]2[cH:10][c:11]([NH:15][C:16]([c:17]3[cH:18][c:19]([C:23]([CH3:24])([CH3:25])[C:26]#[N:27])[cH:20][cH:21][cH:22]3)=[O:28])[cH:12][cH:13][cH:14]2)[cH:6][n:7]1)[C:35]([NH:34][C:29]([O:30][CH2:31][CH3:32])=[O:33])=[S:36].